From a dataset of the Open Reaction Database (ORD), a public repository of structured organic reaction records. describe an organic reaction: reactants, conditions, products, and yield Yields the product FC=1C=C(C=CC1F)C=1C=C2C(=NNC2=C(C1)C(=O)N)C1CCN(CC1)S(=O)(=O)CC (5-(3,4-difluorophenyl)-3-[1-(ethylsulfonyl)-4-piperidinyl]-1H-indazole-7-carboxamide). As a reaction SMILES: Br[C:2]1[CH:3]=[C:4]2[C:8](=[C:9]([C:11]#[N:12])[CH:10]=1)[NH:7][N:6]=[C:5]2[CH:13]1[CH2:18][CH2:17][N:16]([S:19]([CH2:22][CH3:23])(=[O:21])=[O:20])[CH2:15][CH2:14]1.[F:24][C:25]1[CH:26]=[C:27](B(O)O)[CH:28]=[CH:29][C:30]=1[F:31].C(=O)([O-])[O-:36].[K+].[K+]>O1CCOCC1.O>[F:24][C:25]1[CH:26]=[C:27]([C:2]2[CH:3]=[C:4]3[C:8](=[C:9]([C:11]([NH2:12])=[O:36])[CH:10]=2)[NH:7][N:6]=[C:5]3[CH:13]2[CH2:14][CH2:15][N:16]([S:19]([CH2:22][CH3:23])(=[O:20])=[O:21])[CH2:17][CH2:18]2)[CH:28]=[CH:29][C:30]=1[F:31] |f:2.3.4,5.6|. Yield: 24.0%. Run in O1CCOCC1.O (dioxane water). Reactants: BrC=1C=C2C(=NNC2=C(C1)C#N)C1CCN(CC1)S(=O)(=O)CC (5-bromo-3-[1-(ethylsulfonyl)-4-piperidinyl]-1H-indazole-7-carbonitrile), BrC=1C=C2C(=NNC2=C(C1)C#N)C1CCN(CC1)S(=O)(=O)CC (5-bromo-3-[1-(ethylsulfonyl)-4-piperidinyl]-1H-indazole-7-carbonitrile), FC=1C=C(C=CC1F)B(O)O (3,4-difluorophenyl boronic acid), C([O-])([O-])=O.[K+].[K+] (potassium carbonate). Procedure: Following the general procedure of Example 66, a mixture of 5-bromo-3-[1-(ethylsulfonyl)-4-piperidinyl]-1H-indazole-7-carbonitrile (Intermediate 10) (50 mg, 0.102 mmols), 3,4-difluorophenyl boronic acid (48 mg, 0.306 mmols), potassium carbonate (84 mg, 0.612 mmol), and chloro(di-2-norbonylphosphino)-(2-dimethylaminomethyl-ferrocen-1-yl)paladium (3 mg) in dioxane/water (3/1, 4 mL) was reacted. The reaction mixture was concentrated, redissolved in methylene chloride and filtered. The filtrate was ... The reactants are C(=O)(O)CCC=1C(=C(NC1)C=O)C (4-(2-carboxyethyl)-2-formyl-3-methylpyrrole), COC=1C=C(C=CC1)C1=CC=C2CC(NC2=C1)=O (6-(3-methoxyphenyl)-2-oxindole). Reagents/catalysts: N1CCCCC1 (piperidine). Solvent: C(C)O (ethanol). The product is COC=1C=C(C=CC1)C1=CC=C2C(C(NC2=C1)=O)=CC1=C(C(=CN1)CCC(=O)O)C (3-{5-[6-(3-Methoxy-phenyl)-2-oxo-1,2-dihydroindol-3-ylidenemethyl]-4-methyl-1H-pyrrol-3-yl}-propionic acid). The yield is 97.0%. RXN SMILES: [C:1]([CH2:4][CH2:5][C:6]1[C:7]([CH3:13])=[C:8]([CH:11]=O)[NH:9][CH:10]=1)([OH:3])=[O:2].[CH3:14][O:15][C:16]1[CH:17]=[C:18]([C:22]2[CH:30]=[C:29]3[C:25]([CH2:26][C:27](=[O:31])[NH:28]3)=[CH:24][CH:23]=2)[CH:19]=[CH:20][CH:21]=1>N1CCCCC1.C(O)C>[CH3:14][O:15][C:16]1[CH:17]=[C:18]([C:22]2[CH:30]=[C:29]3[C:25]([C:26](=[CH:11][C:8]4[NH:9][CH:10]=[C:6]([CH2:5][CH2:4][C:1]([OH:3])=[O:2])[C:7]=4[CH3:13])[C:27](=[O:31])[NH:28]3)=[CH:24][CH:23]=2)[CH:19]=[CH:20][CH:21]=1. Reported procedure: 4-(2-carboxyethyl)-2-formyl-3-methylpyrrole (90.5 mg), 120 mg 6-(3-methoxyphenyl)-2-oxindole, and 3 drops piperidine in 3 mL of ethanol were heated at 90° C. overnight. The reaction mixture was cooled and concentrated. The residue was suspended in 6 N aqueous hydrochloric acid. The precipitate was filtered, washed with water to pH 6 and dried in a vacuum oven overnight to give 195 mg (97%) of the title compound as a brown solid. Starting materials: OC1[C@H]([C@@H](O)[C@H](O)[C@H](O1)CO)NC(=O)C (ManNAc), C(C)OC(C(O)C)=O (lactic acid ethyl ester). The solvent is P(=O)([O-])([O-])[O-] (phosphate). Conditions: temperature 50 celsius, time 3 day. Yields the product C(C(O)C)(=O)OC[C@@H]1[C@H]([C@@H]([C@@H](C(O)O1)NC(C)=O)O)O (6-O-Lactyl N-acetylmannosamine). The yield is 50.0%. RXN SMILES: [OH:1][CH:2]1[O:9][C@H:8]([CH2:10][OH:11])[C@@H:6]([OH:7])[C@H:4]([OH:5])[C@@H:3]1[NH:12][C:13]([CH3:15])=[O:14].C([O:18][C:19](=O)[CH:20]([CH3:22])[OH:21])C>P([O-])([O-])([O-])=O>[C:19]([O:11][CH2:10][C@H:8]1[O:9][CH:2]([OH:1])[C@@H:3]([NH:12][C:13](=[O:14])[CH3:15])[C@@H:4]([OH:5])[C@@H:6]1[OH:7])(=[O:18])[CH:20]([CH3:22])[OH:21]. Procedure details: ManNAc (200 mg) and 50 mg of subtilisin mutant 8399 were added to a mixture of lactic acid ethyl ester 10 (4 mL) and 400 mL of 0.5 N phosphate buffer (pH 7.5). The reaction mixture was shaken under 50° C. for three days. The solvent was then evaporated and methanol was added to the residue. After the insoluble materials were filtered off, the filtrate was concentrated. The residue was chromatographed on silica gel with ethyl acetate/methanol (5/1) to give 6-O-Lactyl N-acetylmannosamine in 50 per...